From a dataset of the Open Reaction Database (ORD), a public repository of structured organic reaction records. describe an organic reaction: reactants, conditions, products, and yield The reactants are S(=O)(Cl)Cl (thionyl chloride), C(#N)C1=CC=C(C(=O)O)C=C1 (4-cyanobenzoic acid), COC=1C(=CC=CC1)N (o-anisidine), [OH-].[Na+] (sodium hydroxide). The solvent is CN(C)C=O (DMF), C1=CC=CC=C1 (benzene), C(Cl)Cl (methylene chloride). Run at time 30 minute. Product: C(#N)C1=CC=C(C(=O)NC2=C(C=CC=C2)OC)C=C1 (4-Cyano-N-(2-methoxyphenyl)benzamide). Yield: 93.6%. RXN SMILES: [C:1]([C:3]1[CH:11]=[CH:10][C:6]([C:7]([OH:9])=O)=[CH:5][CH:4]=1)#[N:2].S(Cl)(Cl)=O.[CH3:16][O:17][C:18]1[C:19]([NH2:24])=[CH:20][CH:21]=[CH:22][CH:23]=1.[OH-].[Na+]>C1C=CC=CC=1.C(Cl)Cl.CN(C=O)C>[C:1]([C:3]1[CH:4]=[CH:5][C:6]([C:7]([NH:24][C:19]2[CH:20]=[CH:21][CH:22]=[CH:23][C:18]=2[O:17][CH3:16])=[O:9])=[CH:10][CH:11]=1)#[N:2] |f:3.4|. Procedure: In an atmosphere of dry air, 4-cyanobenzoic acid (1.5 g, 10 mmol) was dissolved in benzene (5 ml), and DMF (0.1 ml) and thionyl chloride (2.2 ml, 30 mmol) were added dropwise to the resulting solution at room temperature, followed by 30 minutes of heating under reflux. After removing the solvent by evaporation, the resulting residue was subjected to azeotropy using benzene (10 ml×2) to obtain a yellow solid which was subsequently dissolved in methylene chloride (10 ml) and mixed with o-anisidine...